This data is from the Open Reaction Database (ORD), a public repository of structured organic reaction records. The task is: describe an organic reaction: reactants, conditions, products, and yield Starting materials: C(C)OC(CC(C(C)C)=O)=O (4-methyl-3-oxo-pentanoic acid ethyl ester), C(C)(=O)[O-].[Na+] (sodium acetate), BrBr (Bromine). Run in C(C)(=O)O (acetic acid). Reaction conditions: temperature 10 celsius, time 1 hour. The product is BrC(C(=O)OCC)C(C(C)C)=O (Ethyl 2-bromo-4-methyl-3-oxopentanoate). As a reaction SMILES: C([O-])(=O)C.[Na+].[CH2:6]([O:8][C:9](=[O:16])[CH2:10][C:11](=[O:15])[CH:12]([CH3:14])[CH3:13])[CH3:7].[Br:17]Br>C(O)(=O)C>[Br:17][CH:10]([C:11](=[O:15])[CH:12]([CH3:13])[CH3:14])[C:9]([O:8][CH2:6][CH3:7])=[O:16] |f:0.1|. Procedure: To a suspension of sodium acetate (1.9 g) in glacial acetic acid (15 ml) was added 4-methyl-3-oxo-pentanoic acid ethyl ester (2 g) and the reaction mixture cooled to 10° C. Bromine (0.7 ml) was then added dropwise. The resulting solution was allowed to warm to room temperature and stirred for 1 h. The reaction was complete (by TLC) and was concentrated in vacuum affording 3.8 g crude ethyl product which was used directly in the next synthetic step. The reactants are [Al+3], CCOC(C)=O, [Cl-], [Cl-], [Cl-], COc1cc2sc(C(=O)O)c(Cl)c2c([N+](=O)[O-])c1O, Cl, c1ccncc1. Product: O=C(O)c1sc2cc(O)c(O)c([N+](=O)[O-])c2c1Cl. As a reaction SMILES: [Al+3:29].[CH3:31][CH2:32][O:33][C:34](=[O:35])[CH3:36].[Cl-:26].[Cl-:27].[Cl-:28].[Cl:1][c:2]1[c:3]2[c:4]([s:5][c:6]1[C:7](=[O:8])[OH:9])[cH:10][c:11]([O:18][CH3:19])[c:12]([OH:17])[c:13]2[N+:14](=[O:15])[O-:16].[ClH:30].[cH:20]1[cH:21][cH:22][n:23][cH:24][cH:25]1>>[Cl:1][c:2]1[c:3]2[c:4]([s:5][c:6]1[C:7](=[O:8])[OH:9])[cH:10][c:11]([OH:18])[c:12]([OH:17])[c:13]2[N+:14](=[O:15])[O-:16]. Starting materials: COc1cc2c(Oc3ccc(Cl)cc3F)ncnc2cc1OCc1ccccc1, Cc1ccccc1, O=C(O)C(F)(F)F. The product is COc1cc2c(Oc3ccc(Cl)cc3F)ncnc2cc1O. As a reaction SMILES: [CH2:1]([c:2]1[cH:3][cH:4][cH:5][cH:6][cH:7]1)[O:8][c:9]1[c:10]([O:28][CH3:29])[cH:11][c:12]2[c:13]([O:19][c:20]3[c:21]([F:27])[cH:22][c:23]([Cl:26])[cH:24][cH:25]3)[n:14][cH:15][n:16][c:17]2[cH:18]1.[CH3:30][c:31]1[cH:32][cH:33][cH:34][cH:35][cH:36]1.[F:37][C:38]([F:39])([F:40])[C:41]([OH:42])=[O:43]>>[OH:8][c:9]1[c:10]([O:28][CH3:29])[cH:11][c:12]2[c:13]([O:19][c:20]3[c:21]([F:27])[cH:22][c:23]([Cl:26])[cH:24][cH:25]3)[n:14][cH:15][n:16][c:17]2[cH:18]1. The reactants are powder, ClC1=CC(=C(C=C1)C1=NC2=C(N1CC1=CC=C(C=C1)CCC(=O)O)C=C(C(=C2)F)F)OCC2CCCC2 (3-{4-[2-(4-Chloro-2-cyclopentylmethoxy-phenyl)-5,6-difluoro-benzoimidazol-1-ylmethyl]-phenyl}-propionic acid), COC(C1=C(C=CC=C1)C1=NC2=C(N1)C=C(C(=C2)F)F)=O (2-(5,6-difluoro-1H-benzoimidazol-2-yl)-benzoic acid methyl ester), BrCC1CCCCC1 (bromomethyl-cyclohexane). The product is COC(C1=C(C=CC=C1)C1=NC2=C(N1CC1CCCCC1)C=C(C(=C2)F)F)=O (2-(1-Cyclohexylmethyl-5,6-difluoro-1H-benzoimidazol-2-yl)-benzoic acid methyl ester). RXN SMILES: Cl[C:2]1[CH:7]=[CH:6][C:5]([C:8]2[N:12]([CH2:13][C:14]3[CH:19]=[CH:18][C:17](CCC(O)=O)=[CH:16][CH:15]=3)[C:11]3[CH:25]=[C:26]([F:30])[C:27]([F:29])=[CH:28][C:10]=3[N:9]=2)=[C:4](OCC2CCCC2)[CH:3]=1.[CH3:38][O:39][C:40](=[O:58])C1C=CC=CC=1C1NC2C=C(F)C(F)=CC=2N=1.BrCC1CCCCC1>>[CH3:38][O:39][C:40](=[O:58])[C:4]1[CH:3]=[CH:2][CH:7]=[CH:6][C:5]=1[C:8]1[N:12]([CH2:13][CH:14]2[CH2:15][CH2:16][CH2:17][CH2:18][CH2:19]2)[C:11]2[CH:25]=[C:26]([F:30])[C:27]([F:29])=[CH:28][C:10]=2[N:9]=1. Procedure details: The title compound was prepared in analogy to Example 19, intermediate b, from 2-(5,6-difluoro-1H-benzoimidazol-2-yl)-benzoic acid methyl ester and bromomethyl-cyclohexane (2550-36-9). Off-white powder (15%). MS (Turbo Spray): m/z=384.8 (M+H). Reactants: COC1=CC=C(C=C1)C=1N=C(OC1C1=CC=C(C=C1)OC)CCCCCBr (4,5-Bis(4-methoxyphenyl)-2-(5-bromopentyl)oxazole), [C-]#N.[K+] (potassium cyanide). The solvent is C(C)O (ethanol), O (water). The product is COC1=CC=C(C=C1)C=1N=C(OC1C1=CC=C(C=C1)OC)CCCCCC#N (6-[4,5-bis(4-methoxyphenyl)-2-oxazolyl]hexanenitrile). The yield is 80.0%. Reaction SMILES: [CH3:1][O:2][C:3]1[CH:8]=[CH:7][C:6]([C:9]2[N:10]=[C:11]([CH2:22][CH2:23][CH2:24][CH2:25][CH2:26]Br)[O:12][C:13]=2[C:14]2[CH:19]=[CH:18][C:17]([O:20][CH3:21])=[CH:16][CH:15]=2)=[CH:5][CH:4]=1.[C-:28]#[N:29].[K+]>C(O)C.O>[CH3:1][O:2][C:3]1[CH:8]=[CH:7][C:6]([C:9]2[N:10]=[C:11]([CH2:22][CH2:23][CH2:24][CH2:25][CH2:26][C:28]#[N:29])[O:12][C:13]=2[C:14]2[CH:19]=[CH:18][C:17]([O:20][CH3:21])=[CH:16][CH:15]=2)=[CH:5][CH:4]=1 |f:1.2|. Procedure: A solution of 5 g of 4,5-Bis(4-methoxyphenyl)-2-(5-bromopentyl)oxazole in 23 cm3 of ethanol and 1.1 g of potassium cyanide dissolved in 9 cm3 of water are brought to reflux for 15 hours. After evaporation of the solvent, the organic/inorganic residue is dissolved in 40 cm3 of diethyl ether and 10 cm3 of water, and the ether phase is separated and washed with 10 cm3 of saturated sodium chloride solution, dried over magnesium sulphate, filtered and concentrated to dryness. The viscous residue (4.4...